Dataset: the Open Reaction Database (ORD), a public repository of structured organic reaction records. Task: describe an organic reaction: reactants, conditions, products, and yield The reactants are CCOCC, OC1CCCC1, O=C(O)CCS, Cc1ccc(S(=O)(=O)O)cc1. Yields the product O=C(CCS)OC1CCCC1. Reaction SMILES: [CH2:24]([O:25][CH2:26][CH3:27])[CH3:28].[OH:1][CH:2]1[CH2:3][CH2:4][CH2:5][CH2:6]1.[SH:7][CH2:8][CH2:9][C:10](=[O:11])[OH:12].[c:13]1([CH3:14])[cH:15][cH:16][c:17]([S:18]([OH:19])(=[O:20])=[O:21])[cH:22][cH:23]1>>[O:1]([CH:2]1[CH2:3][CH2:4][CH2:5][CH2:6]1)[C:10]([CH2:9][CH2:8][SH:7])=[O:11]. Reactants: [BH3-]C#N, O=C([O-])O, CO, C[O-], COc1cc(C=O)ncc1C, CO, CC(=O)O, ClC(Cl)Cl, Cl, COc1cnc2ccc(=O)n(CCN3CCC(N)CC3)c2c1, [Na+], [Na+], [Na+]. The product is COc1cnc2ccc(=O)n(CCN3CCC(NCc4cc(OC)c(C)cn4)CC3)c2c1. RXN SMILES: [C:40]([BH3-:41])#[N:42].[C:44](=[O:45])([O-:46])[OH:47].[CH3:12][OH:13].[CH3:14][O-:15].[CH3:1][O:2][c:3]1[cH:4][c:5]([CH:10]=[O:11])[n:6][cH:7][c:8]1[CH3:9].[CH3:49][OH:50].[CH3:55][C:56](=[O:57])[OH:58].[CH:51]([Cl:52])([Cl:53])[Cl:54].[ClH:17].[NH2:18][CH:19]1[CH2:20][CH2:21][N:22]([CH2:25][CH2:26][n:27]2[c:28](=[O:39])[cH:29][cH:30][c:31]3[n:32][cH:33][c:34]([O:37][CH3:38])[cH:35][c:36]23)[CH2:23][CH2:24]1.[Na+:16].[Na+:43].[Na+:48]>>[CH3:1][O:2][c:3]1[cH:4][c:5]([CH2:10][NH:18][CH:19]2[CH2:20][CH2:21][N:22]([CH2:25][CH2:26][n:27]3[c:28](=[O:39])[cH:29][cH:30][c:31]4[n:32][cH:33][c:34]([O:37][CH3:38])[cH:35][c:36]34)[CH2:23][CH2:24]2)[n:6][cH:7][c:8]1[CH3:9].